Dataset: the Open Reaction Database (ORD), a public repository of structured organic reaction records. Task: describe an organic reaction: reactants, conditions, products, and yield Starting materials: O=C([O-])[O-], C1COCCN1, [K+], [K+], O=[N+]([O-])c1ccc(CBr)cc1, CN(C)C=O. Yields the product O=[N+]([O-])c1ccc(CN2CCOCC2)cc1. Reaction SMILES: [C:12](=[O:13])([O-:14])[O-:15].[CH2:18]1[CH2:19][O:20][CH2:21][CH2:22][NH:23]1.[K+:16].[K+:17].[O-:1][N+:2](=[O:3])[c:4]1[cH:5][cH:6][c:7]([CH2:8][Br:9])[cH:10][cH:11]1.[O:24]=[CH:25][N:26]([CH3:27])[CH3:28]>>[O-:1][N+:2](=[O:3])[c:4]1[cH:5][cH:6][c:7]([CH2:8][N:23]2[CH2:18][CH2:19][O:20][CH2:21][CH2:22]2)[cH:10][cH:11]1. Reactants: C#CCCC(C(=O)N1C(=O)OCCC1Cc1ccccc1)C(O[Si](C)(C)C(C)(C)C)c1ccc(Cl)nc1, [Na+], C1CCOC1, [OH-], O, OO. Yields the product C#CCCC(C(=O)O)C(O[Si](C)(C)C(C)(C)C)c1ccc(Cl)nc1. As a reaction SMILES: [CH2:1]([CH:2]1[CH2:3][CH2:4][O:5][C:6](=[O:7])[N:8]1[C:15]([CH:16]([CH2:17][CH2:18][C:19]#[CH:20])[CH:21]([c:22]1[cH:23][n:24][c:25]([Cl:28])[cH:26][cH:27]1)[O:29][Si:30]([CH3:31])([CH3:32])[C:33]([CH3:34])([CH3:35])[CH3:36])=[O:37])[c:9]1[cH:10][cH:11][cH:12][cH:13][cH:14]1.[Na+:46].[O:38]1[CH2:39][CH2:40][CH2:41][CH2:42]1.[OH-:45].[OH2:47].[OH:43][OH:44]>>[C:15]([CH:16]([CH2:17][CH2:18][C:19]#[CH:20])[CH:21]([c:22]1[cH:23][n:24][c:25]([Cl:28])[cH:26][cH:27]1)[O:29][Si:30]([CH3:31])([CH3:32])[C:33]([CH3:34])([CH3:35])[CH3:36])([OH:37])=[O:38]. Starting materials: C(C)OC(C=C(CN[C@@H](CCOC)C(=O)OC)OC1=C(C=CC=C1)Cl)=O (3-(2-chloro-phenoxy)-4-((S)-3-methoxy-1-methoxycarbonyl-propylamino)-but-2-enoic acid ethyl ester). The solvent is C(C)#N (acetonitrile). Run at temperature 150 celsius, time 3 hour. Product: COC([C@H](CCOC)N1C(C=C(C1)OC1=C(C=CC=C1)Cl)=O)=O ((S)-2-[4-(2-chloro-phenoxy)-2-oxo-2,5-dihydro-pyrrol-1-yl]-4-methoxy-butyric acid methyl ester). Isolated yield 72.1%. Reaction SMILES: C([O:3][C:4](=O)[CH:5]=[C:6]([O:18][C:19]1[CH:24]=[CH:23][CH:22]=[CH:21][C:20]=1[Cl:25])[CH2:7][NH:8][C@H:9]([C:14]([O:16][CH3:17])=[O:15])[CH2:10][CH2:11][O:12][CH3:13])C>C(#N)C>[CH3:17][O:16][C:14](=[O:15])[C@@H:9]([N:8]1[CH2:7][C:6]([O:18][C:19]2[CH:24]=[CH:23][CH:22]=[CH:21][C:20]=2[Cl:25])=[CH:5][C:4]1=[O:3])[CH2:10][CH2:11][O:12][CH3:13]. Procedure details: A solution of 3-(2-chloro-phenoxy)-4-((S)-3-methoxy-1-methoxycarbonyl-propylamino)-but-2-enoic acid ethyl ester (112 mg, 0.29 mmol) in acetonitrile (2 mL) was placed in a sealed microwave reaction tube and heated in a microwave reactor at 130° C. for 2 h, 150° C. for 2 h, and 160° C. for 3 h. The mixture was then concentrated in vacuo and purified by AnaLogix IntelliFlash flash chromatography (8 g column, 20% ethyl acetate/hexanes to 70% ethyl acetate/hexanes) which afforded (S)-2-[4-(2-chloro-p...